From a dataset of the Open Reaction Database (ORD), a public repository of structured organic reaction records. describe an organic reaction: reactants, conditions, products, and yield Reactants: ClC(COC(=O)Cl)(Cl)Cl (2,2,2-Trichloroethylchloroformate), N1=NC=CC=C1 (pyridazine), CC=1NC(CSC1)=O (5-Methyl-2H-1,4-thiazin-3(4H)-one). Solvent: C(C)#N (acetonitrile). Reaction conditions: time 10 minute. The product is CC=1NC(CSC1C1C=NN(C=C1)C(=O)OCC(Cl)(Cl)Cl)=O (5-methyl-6-[1-(2,2,2-trichloroethoxycarbonyl)-1,4-dihydro-4-pyridazinyl]-2H-1,4-thiazin-3(4H)-one). Isolated yield 63.0%. RXN SMILES: [Cl:1][C:2]([Cl:9])([Cl:8])[CH2:3][O:4][C:5](Cl)=[O:6].[N:10]1[CH:15]=[CH:14][CH:13]=[CH:12][N:11]=1.[CH3:16][C:17]1[NH:18][C:19](=[O:23])[CH2:20][S:21][CH:22]=1>C(#N)C>[CH3:16][C:17]1[NH:18][C:19](=[O:23])[CH2:20][S:21][C:22]=1[CH:14]1[CH:13]=[CH:12][N:11]([C:5]([O:4][CH2:3][C:2]([Cl:9])([Cl:8])[Cl:1])=[O:6])[N:10]=[CH:15]1. Reported procedure: 2,2,2-Trichloroethylchloroformate (3.44 ml) was added dropwise to a solution of pyridazine (1.44 ml) in dry acetonitrile (40 ml) under ice-cooling, and the mixture was stirred for 10 minutes. 5-Methyl-2H-1,4-thiazin-3(4H)-one (1.29 g) was added to the mixture. The reaction mixture was further stirred at ambient temperature for 1 hour. Then, the solvent was removed under reduced pressure and the residue was extracted with chloroform. The extract was washed with 2N hydrochloric acid and successive... The reactants are ClCCl, Nc1ccc(N2CCCCC2)nc1, O, O=C(Cl)Oc1ccccc1, c1ccncc1. Product: O=C(Nc1ccc(N2CCCCC2)nc1)Oc1ccccc1. Reaction SMILES: [Cl:31][CH2:32][Cl:33].[N:1]1([c:7]2[n:8][cH:9][c:10]([NH2:13])[cH:11][cH:12]2)[CH2:2][CH2:3][CH2:4][CH2:5][CH2:6]1.[OH2:30].[c:20]1([O:26][C:27](=[O:28])[Cl:29])[cH:21][cH:22][cH:23][cH:24][cH:25]1.[cH:14]1[cH:15][cH:16][n:17][cH:18][cH:19]1>>[N:1]1([c:7]2[n:8][cH:9][c:10]([NH:13][C:27]([O:26][c:20]3[cH:21][cH:22][cH:23][cH:24][cH:25]3)=[O:28])[cH:11][cH:12]2)[CH2:2][CH2:3][CH2:4][CH2:5][CH2:6]1. The reactants are Cl.C1(CCCCC1)NN (cyclohexylhydrazine hydrochloride), CC(C(CC#N)=O)(C)C (4,4-dimethyl-3-oxopentanenitrile). The solvent is C(C)O (ethanol). Product: Cl.C(C)(C)(C)C1=NN(C(=C1)N)C1CCCCC1 (3-tert-butyl-1-cyclohexyl-1H-pyrazol-5-amine hydrochloride). Yield: 38.9%. RXN SMILES: [ClH:1].[CH:2]1([NH:8][NH2:9])[CH2:7][CH2:6][CH2:5][CH2:4][CH2:3]1.[CH3:10][C:11]([CH3:18])([CH3:17])[C:12](=O)[CH2:13][C:14]#[N:15]>C(O)C>[ClH:1].[C:11]([C:12]1[CH:13]=[C:14]([NH2:15])[N:8]([CH:2]2[CH2:7][CH2:6][CH2:5][CH2:4][CH2:3]2)[N:9]=1)([CH3:18])([CH3:17])[CH3:10] |f:0.1,4.5|. Reported procedure: A stirred solution of cyclohexylhydrazine hydrochloride (1.5 g, 9.96 mmol) and 4,4-dimethyl-3-oxopentanenitrile (1.5 g, 11.98 mmol) in ethanol (5 mL) was refluxed for 15 h. After cooling to rt, the reaction mixture was concentrated under reduced pressure and the obtained crude product was recrystallized from a mixture of diethyl ether and petroleum ether to afford 3-tert-butyl-1-cyclohexyl-1H-pyrazol-5-amine hydrochloride (1.0 g, 39%) as colorless solid. 1H NMR (400 MHz, DMSO-d6) δ13.24 (brs, 1H...